From a dataset of the Open Reaction Database (ORD), a public repository of structured organic reaction records. describe an organic reaction: reactants, conditions, products, and yield Procedure: 4-Iodo-1,3-dimethyl-5-trifluoromethylpyrazole (8.7 g, 30 mmol) was dissolved in tetrahydrofuran (87 ml), and a solution (1.6 M, 28 ml) of n-butyl lithium in hexane was slowly added under an argon atmosphere with cooling with dryice-acetone (not higher than −60° C.). After stirring at −70° C. for 30 min, the mixture was gradually warmed to room temperature while blowing in carbon dioxide. The reaction mixture was poured into water, the organic layer was removed, and the aqueous layer was acidifie... The solvent is CCCCCC (hexane), C(=O)=O (carbon dioxide). Reaction conditions: temperature -70 celsius, time 30 minute. Reactants: C(CCC)[Li] (n-butyl lithium), O (water), IC=1C(=NN(C1C(F)(F)F)C)C (4-Iodo-1,3-dimethyl-5-trifluoromethylpyrazole), O1CCCC1 (tetrahydrofuran), dryice-acetone. Reaction SMILES: I[C:2]1[C:3]([CH3:12])=[N:4][N:5]([CH3:11])[C:6]=1[C:7]([F:10])([F:9])[F:8].C([Li])CCC.[OH2:18].[O:19]1[CH2:23]CCC1>CCCCCC.C(=O)=O>[CH3:11][N:5]1[C:6]([C:7]([F:10])([F:9])[F:8])=[C:2]([C:23]([OH:19])=[O:18])[C:3]([CH3:12])=[N:4]1. Product: CN1N=C(C(=C1C(F)(F)F)C(=O)O)C (1,3-dimethyl-5-trifluoromethylpyrazole-4-carboxylic Acid). Yield: 74.0%. Starting materials: C(C)(C)OC(C)C (diisopropyl ether), FC(C(=O)[O-])(F)F.C1(CC1)ON=C(C(=O)N[C@H]1[C@@H]2N(C(=C(CS2)C[N+]2=CC=C(C=C2)C(N)=O)C(=O)OC(C2=CC=CC=C2)C2=CC=CC=C2)C1=O)C=1N=C(SC1)NC=O (benzhydryl 7β-[2-cyclopropyloxyimino-2-(2-formamidothiazol-4-yl)acetamido]-3-(4-carbamoyl-1-pyridinio)methyl-3-cephem-4-carboxylate trifluoroacetate), FC(C(=O)O)(F)F (trifluoroacetic acid). The solvent is C1(=CC=CC=C1)OC (anisol), C(Cl)Cl (methylene chloride). Conditions: time 30 minute. Yields the product FC(C(=O)O)(F)F (trifluoroacetic acid), C1(CC1)ON=C(C(=O)N[C@H]1[C@@H]2N(C(=C(CS2)C[N+]2=CC=C(C=C2)C(N)=O)C(=O)[O-])C1=O)C=1N=C(SC1)NC=O (7β-[2-cyclopropyloxyimino-2-(2-formamidothiazol-4-yl)acetamido]-3-(4-carbamoyl-1-pyridinio)methyl-3-cephem-4-carboxylate). Yield: 90.0%. Reaction SMILES: [F:1][C:2]([F:7])([F:6])[C:3]([O-:5])=[O:4].[CH:8]1([O:11][N:12]=[C:13]([C:52]2[N:53]=[C:54]([NH:57][CH:58]=[O:59])[S:55][CH:56]=2)[C:14]([NH:16][C@@H:17]2[C:50](=[O:51])[N:19]3[C:20]([C:34]([O:36]C(C4C=CC=CC=4)C4C=CC=CC=4)=[O:35])=[C:21]([CH2:24][N+:25]4[CH:30]=[CH:29][C:28]([C:31](=[O:33])[NH2:32])=[CH:27][CH:26]=4)[CH2:22][S:23][C@H:18]23)=[O:15])[CH2:10][CH2:9]1.FC(F)(F)C(O)=O.C(OC(C)C)(C)C>C1(OC)C=CC=CC=1.C(Cl)Cl>[F:1][C:2]([F:7])([F:6])[C:3]([OH:5])=[O:4].[CH:8]1([O:11][N:12]=[C:13]([C:52]2[N:53]=[C:54]([NH:57][CH:58]=[O:59])[S:55][CH:56]=2)[C:14]([NH:16][C@@H:17]2[C:50](=[O:51])[N:19]3[C:20]([C:34]([O-:36])=[O:35])=[C:21]([CH2:24][N+:25]4[CH:30]=[CH:29][C:28]([C:31](=[O:33])[NH2:32])=[CH:27][CH:26]=4)[CH2:22][S:23][C@H:18]23)=[O:15])[CH2:9][CH2:10]1 |f:0.1|. Procedure details: To a suspension of benzhydryl 7β-[2-cyclopropyloxyimino-2-(2-formamidothiazol-4-yl)acetamido]-3-(4-carbamoyl-1-pyridinio)methyl-3-cephem-4-carboxylate trifluoroacetate (syn isomer) (2.7 g) in a mixture of anisol (5 ml) and methylene chloride (10 ml) was added trifluoroacetic acid (10 ml) under ice-cooling. The mixture was stirred at the same temperature for 30 minutes. The mixture was poured into diisopropyl ether (800 ml) and the resulted precipitate was collected and dried over phosphorus pent...